This data is from the Open Reaction Database (ORD), a public repository of structured organic reaction records. The task is: describe an organic reaction: reactants, conditions, products, and yield The reactants are [Li] (Lithium), liquid, N (ammonia), CN(CCCC1(C2=C(CCC3=C1C=CC=C3)C=CC=C2)O)C (5-[3-(Dimethylamino)propyl]-10,11-dihydro-5H-dibenzo[a,d]cyclohepten-5-ol), alcohol, N (ammonia). Run in CCOCC (ether), O (water), CCOCC (ether). Conditions: time 20 minute. Yields the product CN(CCCC1C2=C(CCC3=C1CC=CC3)C=CC=C2)C (4,5,10,11-Tetrahydro-N,N-dimethyl-1H-dibenzo[a,d]cycloheptene-5-propanamine). The yield is 98.3%. Reaction SMILES: [CH3:1][N:2]([CH3:22])[CH2:3][CH2:4][CH2:5][C:6]1(O)[C:12]2[CH:13]=[CH:14][CH:15]=[CH:16][C:11]=2[CH2:10][CH2:9][C:8]2[CH:17]=[CH:18][CH:19]=[CH:20][C:7]1=2.N.[Li]>CCOCC.O>[CH3:22][N:2]([CH3:1])[CH2:3][CH2:4][CH2:5][CH:6]1[C:12]2[CH2:13][CH:14]=[CH:15][CH2:16][C:11]=2[CH2:10][CH2:9][C:8]2[CH:17]=[CH:18][CH:19]=[CH:20][C:7]1=2 |^1:23|. Procedure: 5-[3-(Dimethylamino)propyl]-10,11-dihydro-5H-dibenzo[a,d]cyclohepten-5-ol (50.2 g) is partially dissolved in 350 ml of ether and added to 2 liters of liquid ammonia. Lithium ribbon (4.73 g) is then added portionwise over a period of 15 minutes. After stirring for 20 minutes, absolute alcohol is added dropwise until the color is discharged (about 90 ml added over a period of 1 hour). More ether is added and the ammonia is boiled off. While cooling in an ice bath the mixture is diluted slowly with... Starting materials: solution, Cl (hydrogen chloride), COC1=CC=C(CS[C@H]2C[C@H](N(C2)C(=O)OCC2=CC=C(C=C2)[N+](=O)[O-])C(=O)N[C@@H]2CN(CC2)C(=O)OC(C)(C)C)C=C1 ((2S,4S)-4-(4-methoxybenzylthio)-2-[(3S)-1-(t-butoxycarbonyl)pyrrolidin-3-ylaminocarbonyl]-1-(4-nitrobenzyloxycarbonyl)pyrrolidine). Run in C(C)(=O)OCC (ethyl acetate), C(C)(=O)OCC (ethyl acetate). The product is Cl.COC1=CC=C(CS[C@H]2C[C@H](N(C2)C(=O)OCC2=CC=C(C=C2)[N+](=O)[O-])C(=O)N[C@@H]2CNCC2)C=C1 ((2S,4S)-4-(4-Methoxybenzylthio)-2-[(3S)-pyrrolidin-3-ylaminocarbonyl]-1-(4-nitrobenzyloxycarbonyl)pyrrolidine Hydrochloride). RXN SMILES: [CH3:1][O:2][C:3]1[CH:43]=[CH:42][C:6]([CH2:7][S:8][C@@H:9]2[CH2:13][N:12]([C:14]([O:16][CH2:17][C:18]3[CH:23]=[CH:22][C:21]([N+:24]([O-:26])=[O:25])=[CH:20][CH:19]=3)=[O:15])[C@H:11]([C:27]([NH:29][C@H:30]3[CH2:34][CH2:33][N:32](C(OC(C)(C)C)=O)[CH2:31]3)=[O:28])[CH2:10]2)=[CH:5][CH:4]=1.[ClH:44]>C(OCC)(=O)C>[ClH:44].[CH3:1][O:2][C:3]1[CH:4]=[CH:5][C:6]([CH2:7][S:8][C@@H:9]2[CH2:13][N:12]([C:14]([O:16][CH2:17][C:18]3[CH:19]=[CH:20][C:21]([N+:24]([O-:26])=[O:25])=[CH:22][CH:23]=3)=[O:15])[C@H:11]([C:27]([NH:29][C@H:30]3[CH2:34][CH2:33][NH:32][CH2:31]3)=[O:28])[CH2:10]2)=[CH:42][CH:43]=1 |f:3.4|. Procedure: A mixture of 1.00 g of (2S,4S)-4-(4-methoxybenzylthio)-2-[(3S)-1-(t-butoxycarbonyl)pyrrolidin-3-ylaminocarbonyl]-1-(4-nitrobenzyloxycarbonyl)pyrrolidine (prepared as described in step (i) above] and 10 ml of ethyl acetate was heated to form a solution. 2.5 ml of a 4N solution of hydrogen chloride in ethyl acetate were then added to this solution, and the resulting mixture was heated under reflux for 30 minutes. At the end of this time, the solvent was removed by distillation under reduced pressu...